Dataset: the Open Reaction Database (ORD), a public repository of structured organic reaction records. Task: describe an organic reaction: reactants, conditions, products, and yield The reactants are O=C1C(O)=C([O-])[C@H](O1)[C@@H](O)CO.Cl (ascorbate HCl), O=C1C(O)=C(O)[C@H](O1)[C@@H](O)CO (ascorbic acid), C(C(O)C(O)C(=O)[O-])(=O)[O-] (tartarate), Cl[Sn]Cl (SnCl2), O.O.C(C(O)C(O)C(=O)[O-])(=O)[O-].[Na+].[Na+] (Disodium tartarate dihydrate), 99mTc pertechnetate, compound. Run in Cl (HCl), O (water), C(C)(=O)[O-].[NH4+] (ammonium acetate), C(C)(=O)[O-].[NH4+] (ammonium acetate), C(C)(=O)[O-].[NH4+] (ammonium acetate). Conditions: temperature 95 celsius. Yields the product Cl.O=C1C(O)=C(O)[C@H](O1)[C@@H](O)CO (Ascorbic acid-HCl). RXN SMILES: O.O.C([O-])(=O)C(C(C([O-])=O)O)O.[Na+].[Na+].[O:15]=[C:16]1[O:22][C@H:21]([C@H:23]([CH2:25][OH:26])[OH:24])[C:19]([OH:20])=[C:17]1[OH:18].C([O-])(=O)C(C(C([O-])=O)O)O.[Cl:37][Sn]Cl.O=C1O[C@H]([C@H](CO)O)C([O-])=C1O.Cl>C([O-])(=O)C.[NH4+].Cl.O>[ClH:37].[O:15]=[C:16]1[O:22][C@H:21]([C@H:23]([CH2:25][OH:26])[OH:24])[C:19]([OH:20])=[C:17]1[OH:18] |f:0.1.2.3.4,8.9,10.11,14.15|. Procedure: Radiolabeling was performed following a literature procedure (Wang et al., Nature Protocols, vol. 1, pp. 1477-1480, 2006). Briefly, 1 mg (75.3 mmol) of compound SRVI34 was dissolved in 1 ml of 0.5 M ammonium acetate buffer at pH 8. Disodium tartarate dihydrate was dissolved in the labelling buffer of 0.5 M ammonium acetate (pH 8) to a concentration of 50 mg/ml. Ascorbic acid-HCl solution was prepared by dissolving ascorbic acid in 10 mM HCl to a concentration of 1.0 mg/ml. A solution of SRVI34 (... The reactants are CC(C)(C)[Si](C)(C)Cl, CN(C)C=O, CC(C)(C)OC(=O)Nc1cccc(O)c1, c1c[nH]cn1. The product is CC(C)(C)OC(=O)Nc1cccc(O[Si](C)(C)C(C)(C)C)c1. As a reaction SMILES: [C:16]([CH3:17])([CH3:18])([CH3:19])[Si:20]([CH3:21])([CH3:22])[Cl:23].[O:29]=[CH:30][N:31]([CH3:32])[CH3:33].[OH:1][c:2]1[cH:3][c:4]([NH:8][C:9]([O:10][C:11]([CH3:12])([CH3:13])[CH3:14])=[O:15])[cH:5][cH:6][cH:7]1.[nH:24]1[cH:25][cH:26][n:27][cH:28]1>>[O:1]([c:2]1[cH:3][c:4]([NH:8][C:9]([O:10][C:11]([CH3:12])([CH3:13])[CH3:14])=[O:15])[cH:5][cH:6][cH:7]1)[Si:20]([C:16]([CH3:17])([CH3:18])[CH3:19])([CH3:21])[CH3:22]. Reactants: C(C)(=O)N1C(C(C2=CC(=CC=C12)[N+](=O)[O-])=C(C1=CC=CC=C1)OCC)=O (1-acetyl-3-(1-ethoxy-1-phenyl-methylidene)-5-nitro-2-indolinone), O1CCN(CC1)CCC1=CC=C(N)C=C1 (4-(2-morpholinoethyl)-aniline), [OH-].[Na+] (sodium hydroxide). Solvent: CN(C)C=O (DMF), CO (methanol). Yields the product O1CCN(CC1)CCC1=CC=C(C=C1)N\C(\C1=CC=CC=C1)=C\1/C(NC2=CC=C(C=C12)[N+](=O)[O-])=O ((Z)-3-{1-[4-(2-morpholinoethyl)-phenylamino]-1-phenyl-methylidene}-5-nitro-2-indolinone). As a reaction SMILES: C([N:4]1[C:12]2[C:7](=[CH:8][C:9]([N+:13]([O-:15])=[O:14])=[CH:10][CH:11]=2)[C:6](=[C:16](OCC)[C:17]2[CH:22]=[CH:21][CH:20]=[CH:19][CH:18]=2)[C:5]1=[O:26])(=O)C.[O:27]1[CH2:32][CH2:31][N:30]([CH2:33][CH2:34][C:35]2[CH:41]=[CH:40][C:38]([NH2:39])=[CH:37][CH:36]=2)[CH2:29][CH2:28]1.[OH-].[Na+]>CN(C=O)C.CO>[O:27]1[CH2:28][CH2:29][N:30]([CH2:33][CH2:34][C:35]2[CH:41]=[CH:40][C:38]([NH:39]/[C:16](=[C:6]3\[C:5](=[O:26])[NH:4][C:12]4[C:7]\3=[CH:8][C:9]([N+:13]([O-:15])=[O:14])=[CH:10][CH:11]=4)/[C:17]3[CH:18]=[CH:19][CH:20]=[CH:21][CH:22]=3)=[CH:37][CH:36]=2)[CH2:31][CH2:32]1 |f:2.3|. Procedure details: Prepared analogously to Example 82 from 1-acetyl-3-(1-ethoxy-1-phenyl-methylidene)-5-nitro-2-indolinone and 4-(2-morpholinoethyl)-aniline in DMF and subsequent treatment with sodium hydroxide solution in methanol. The reactants are CC(C)(C)OC(=O)NCCN, CCOC(=O)c1ccc(Cl)cc1, O. The product is CC(C)(C)OC(=O)NCCNC(=O)c1ccc(Cl)cc1. As a reaction SMILES: [C:13]([CH3:14])([CH3:15])([CH3:16])[O:17][C:18](=[O:19])[NH:20][CH2:21][CH2:22][NH2:23].[Cl:1][c:2]1[cH:3][cH:4][c:5]([C:6]([O:8][CH2:7][CH3:9])=[O:10])[cH:11][cH:12]1.[OH2:24]>>[Cl:1][c:2]1[cH:3][cH:4][c:5]([C:6](=[O:8])[NH:23][CH2:22][CH2:21][NH:20][C:18]([O:17][C:13]([CH3:14])([CH3:15])[CH3:16])=[O:19])[cH:11][cH:12]1. The reactants are S(=O)(Cl)Cl (thionyl chloride), BrC=1C(=C(C(=O)O)C(=CC1)OC)OC (3-bromo-2,6-dimethoxybenzoic acid), NCC1N(CCC1)CC (2-(aminomethyl)-1-ethylpyrrolidine), C1(=CC=CC=C1)C (toluene). Run in C(C)C(=O)C (methyl ethyl ketone), C(C)OCC (ethyl ether). Yields the product Cl.C(C)N1C(CCC1)CNC(C1=C(C(=CC=C1OC)Br)OC)=O (N-Ethyl-2-(3-bromo-2,6-dimethoxybenzamidomethyl)pyrrolidine hydrochloride). As a reaction SMILES: S(Cl)([Cl:3])=O.[Br:5][C:6]1[C:7]([O:17][CH3:18])=[C:8]([C:12]([O:15][CH3:16])=[CH:13][CH:14]=1)[C:9]([OH:11])=O.C1(C)C=CC=CC=1.[NH2:26][CH2:27][CH:28]1[CH2:32][CH2:31][CH2:30][N:29]1[CH2:33][CH3:34]>C(C(C)=O)C.C(OCC)C>[ClH:3].[CH2:33]([N:29]1[CH2:30][CH2:31][CH2:32][CH:28]1[CH2:27][NH:26][C:9](=[O:11])[C:8]1[C:12]([O:15][CH3:16])=[CH:13][CH:14]=[C:6]([Br:5])[C:7]=1[O:17][CH3:18])[CH3:34] |f:6.7|. Procedure: 30 ml of thionyl chloride is added to 17.6 g (0.067 mol) of 3-bromo-2,6-dimethoxybenzoic acid. The mixture is heated on a steam bath for 30 minutes. To the solution is added 50 ml of toluene. The solvent and excess thionyl chloride is evaporated at reduced pressure. The residue is dissolved in 50 ml of dry methyl ethyl ketone. The solution is added dropwise while stirring to 9.23 g (0.072 mol) of 2-(aminomethyl)-1-ethylpyrrolidine in 50 ml of methyl ethyl ketone. After stirring for 30 minutes at... The reactants are C(C)OC=1O[C@@H]2[C@H](N1)CC1=CC=CC=C12 ((±) cis-2-ethoxy-3a,8b-dihydro-4H-indeno[2,1-d]oxazole), C(C1=CC=CC=C1)C1=C(N)C=CC=C1 (2-benzylaniline). Reagents/catalysts: O.C1(=CC=C(C=C1)S(=O)(=O)O)C (p-toluenesulfonic acid monohydrate). The solvent is C(C)OCC (diethyl ether), C1(=CC=CC=C1)C (toluene). The product is C(C1=CC=CC=C1)C1=C(N[C@H]2[C@@H](CC3=CC=CC=C23)NC(=O)OCC)C=CC=C1 ((±) trans 1-(2-Benzylanilino)-2-ethoxycarbonylaminoindane). The yield is 87.2%. As a reaction SMILES: [CH2:1]([O:3][C:4]1[O:5][C@H:6]2[C:15]3[C:10](=[CH:11][CH:12]=[CH:13][CH:14]=3)[CH2:9][C@H:7]2[N:8]=1)[CH3:2].[CH2:16]([C:23]1[CH:29]=[CH:28][CH:27]=[CH:26][C:24]=1[NH2:25])[C:17]1[CH:22]=[CH:21][CH:20]=[CH:19][CH:18]=1>C1(C)C=CC=CC=1.C(OCC)C.O.C1(C)C=CC(S(O)(=O)=O)=CC=1>[CH2:16]([C:23]1[CH:29]=[CH:28][CH:27]=[CH:26][C:24]=1[NH:25][C@@H:6]1[C:15]2[C:10](=[CH:11][CH:12]=[CH:13][CH:14]=2)[CH2:9][C@H:7]1[NH:8][C:4]([O:3][CH2:1][CH3:2])=[O:5])[C:17]1[CH:18]=[CH:19][CH:20]=[CH:21][CH:22]=1 |f:4.5|. Procedure: A solution of (±) cis-2-ethoxy-3a,8b-dihydro-4H-indeno[2,1-d]oxazole (2.0 g, 0.01 mol) in dry toluene (15 ml) was treated with 2-benzylaniline (1.83 g, 0.01 mol) and a catalytic amount of p-toluenesulfonic acid monohydrate (50 mg), and the mixture was heated at 60° C. for 1.5 h. The reaction was diluted with diethyl ether, and washed with water followed by brine. The organic phase was dried over Na2SO4 and concentrated in vacuo to give the title compound as a brown foam (3.37 g) which was used i... Starting materials: COC1=CC2=C(C(CNCC2)C2=CC=CC=C2)C=C1OC (7,8-dimethoxy-1-phenyl-2,3,4,5-tetrahydro-1H-3-benzazepine), C(CCC)Br (n-butyl bromide), [OH-].[K+] (potassium hydroxide). The solvent is CO (methanol). Product: C(CCC)N1CCC2=C(C(C1)C1=CC=CC=C1)C=C(C(=C2)OC)OC (3-n-butyl-7,8-dimethoxy-1-phenyl-2,3,4,5-tetrahydro-1H-3-benzazepine). RXN SMILES: [CH3:1][O:2][C:3]1[C:19]([O:20][CH3:21])=[CH:18][C:6]2[CH:7]([C:12]3[CH:17]=[CH:16][CH:15]=[CH:14][CH:13]=3)[CH2:8][NH:9][CH2:10][CH2:11][C:5]=2[CH:4]=1.[CH2:22](Br)[CH2:23][CH2:24][CH3:25].[OH-].[K+]>CO>[CH2:22]([N:9]1[CH2:8][CH:7]([C:12]2[CH:17]=[CH:16][CH:15]=[CH:14][CH:13]=2)[C:6]2[CH:18]=[C:19]([O:20][CH3:21])[C:3]([O:2][CH3:1])=[CH:4][C:5]=2[CH2:11][CH2:10]1)[CH2:23][CH2:24][CH3:25] |f:2.3|. Procedure details: A mixture of 4.32 g. (0.0154 mole) of 7,8-dimethoxy-1-phenyl-2,3,4,5-tetrahydro-1H-3-benzazepine, 0.02 mole of n-butyl bromide and 0.02 mole of potassium hydroxide is dissolved in 120 ml. of dry methanol and refluxed for 48 hours. The reaction mixture is evaporated to dryness, taken up in ethyl acetate and filtered to remove inorganic salts. The filtrate is washed with water, dried and evaporated to give 3-n-butyl-7,8-dimethoxy-1-phenyl-2,3,4,5-tetrahydro-1H-3-benzazepine as an oil. Starting materials: CCOC(=O)CC1CCC(C#N)(c2ccc(OC)c3c2OCCO3)CC1, CCOC(C)=O, CCO, [Na+], [OH-], O. RXN SMILES: [C:1](#[N:2])[C:3]1([c:15]2[cH:16][cH:17][c:18]([O:25][CH3:26])[c:19]3[c:24]2[O:23][CH2:22][CH2:21][O:20]3)[CH2:4][CH2:5][CH:6]([CH2:9][C:10](=[O:11])[O:12][CH2:13][CH3:14])[CH2:7][CH2:8]1.[CH3:30][CH2:31][O:32][C:33](=[O:34])[CH3:35].[CH3:36][CH2:37][OH:38].[Na+:28].[OH-:27].[OH2:29]>>[C:1](#[N:2])[C:3]1([c:15]2[cH:16][cH:17][c:18]([O:25][CH3:26])[c:19]3[c:24]2[O:23][CH2:22][CH2:21][O:20]3)[CH2:4][CH2:5][CH:6]([CH2:9][C:10](=[O:11])[OH:12])[CH2:7][CH2:8]1. The product is COc1ccc(C2(C#N)CCC(CC(=O)O)CC2)c2c1OCCO2. Procedure: The title compound was synthesized in analogy to Example 12d, using 5-chloro-4-cyclopropylmethoxy-pyridine-2-carboxylic acid and 3-amino-2,2-dimethyl-1-propanol (CAN 26734-09-8) as starting materials and isolated (23 mg, 74%) as colorless oil; LC-MS (UV peak area, m/z) 100%, 313.1315 (MH+). Starting materials: ClC=1C(=CC(=NC1)C(=O)O)OCC1CC1 (5-chloro-4-cyclopropylmethoxy-pyridine-2-carboxylic acid), NCC(CO)(C)C (3-amino-2,2-dimethyl-1-propanol). Yields the product OCC(CNC(=O)C1=NC=C(C(=C1)OCC1CC1)Cl)(C)C (5-Chloro-4-cyclopropylmethoxy-pyridine-2-carboxylic acid (3-hydroxy-2,2-dimethyl-propyl)-amide). Reaction SMILES: [Cl:1][C:2]1[C:3]([O:11][CH2:12][CH:13]2[CH2:15][CH2:14]2)=[CH:4][C:5]([C:8]([OH:10])=O)=[N:6][CH:7]=1.[NH2:16][CH2:17][C:18]([CH3:22])([CH3:21])[CH2:19][OH:20]>>[OH:20][CH2:19][C:18]([CH3:22])([CH3:21])[CH2:17][NH:16][C:8]([C:5]1[CH:4]=[C:3]([O:11][CH2:12][CH:13]2[CH2:15][CH2:14]2)[C:2]([Cl:1])=[CH:7][N:6]=1)=[O:10]. Reactants: O=C1C(=O)N(Cc2ccccn2)c2ccc(Br)cc21, CC(C)[Mg+], [Cl-], [Cl-], ClCCl, [NH4+], Oc1ccc2c(c1)OCCO2. Yields the product O=C1N(Cc2ccccn2)c2ccc(Br)cc2C1(O)c1cc2c(cc1O)OCCO2. As a reaction SMILES: [Br:17][c:18]1[cH:19][c:20]2[c:24]([cH:25][cH:26]1)[N:23]([CH2:27][c:28]1[n:29][cH:30][cH:31][cH:32][cH:33]1)[C:22](=[O:34])[C:21]2=[O:35].[CH:13]([Mg+:14])([CH3:15])[CH3:16].[Cl-:12].[Cl-:36].[Cl:38][CH2:39][Cl:40].[NH4+:37].[O:1]1[c:2]2[c:3]([cH:7][c:8]([OH:11])[cH:9][cH:10]2)[O:4][CH2:5][CH2:6]1>>[O:1]1[c:2]2[c:3]([cH:7][c:8]([OH:11])[c:9]([C:21]3([OH:35])[c:20]4[cH:19][c:18]([Br:17])[cH:26][cH:25][c:24]4[N:23]([CH2:27][c:28]4[n:29][cH:30][cH:31][cH:32][cH:33]4)[C:22]3=[O:34])[cH:10]2)[O:4][CH2:5][CH2:6]1.